This data is from the Open Reaction Database (ORD), a public repository of structured organic reaction records. The task is: describe an organic reaction: reactants, conditions, products, and yield The reactants are CCN(CC)C(=S)Cl, ClCCl, COc1cc(Cl)c(N)cc1C(=O)Nc1c(C)cccc1C, Clc1ccccc1, O. The product is COc1cc(Cl)c(N=C=S)cc1C(=O)Nc1c(C)cccc1C. RXN SMILES: [CH2:22]([N:23]([CH2:24][CH3:27])[C:25](=[S:26])[Cl:28])[CH3:29].[CH2:38]([Cl:39])[Cl:40].[CH3:1][c:2]1[c:3]([NH:9][C:10](=[O:11])[c:12]2[cH:13][c:14]([NH2:15])[c:16]([Cl:21])[cH:17][c:18]2[O:19][CH3:20])[c:4]([CH3:8])[cH:5][cH:6][cH:7]1.[Cl:30][c:31]1[cH:32][cH:33][cH:34][cH:35][cH:36]1.[OH2:37]>>[CH3:1][c:2]1[c:3]([NH:9][C:10](=[O:11])[c:12]2[cH:13][c:14]([N:15]=[C:25]=[S:26])[c:16]([Cl:21])[cH:17][c:18]2[O:19][CH3:20])[c:4]([CH3:8])[cH:5][cH:6][cH:7]1.